Dataset: the Open Reaction Database (ORD), a public repository of structured organic reaction records. Task: describe an organic reaction: reactants, conditions, products, and yield Reactants: CC(=O)O, O=C(CC(=Cc1cccc2ccccc12)C(=O)O)NCCc1ccccc1. Product: O=C(CC(Cc1cccc2ccccc12)C(=O)O)NCCc1ccccc1. As a reaction SMILES: [CH3:28][C:29](=[O:30])[OH:31].[c:1]1([CH:11]=[C:12]([C:13](=[O:14])[OH:15])[CH2:16][C:17]([NH:18][CH2:19][CH2:20][c:21]2[cH:22][cH:23][cH:24][cH:25][cH:26]2)=[O:27])[cH:2][cH:3][cH:4][c:5]2[cH:6][cH:7][cH:8][cH:9][c:10]12>>[c:1]1([CH2:11][CH:12]([C:13](=[O:14])[OH:15])[CH2:16][C:17]([NH:18][CH2:19][CH2:20][c:21]2[cH:22][cH:23][cH:24][cH:25][cH:26]2)=[O:27])[cH:2][cH:3][cH:4][c:5]2[cH:6][cH:7][cH:8][cH:9][c:10]12. Reactants: C(C)OC(C(C1=CC=C(C=C1)OCC(=O)C1CCCCCCC1)=O)=O (4-(2-cyclooctyl-2-oxoethoxy)-alpha-oxobenzeneacetic acid ethyl ester), [OH-].[Na+] (sodium hydroxide), O (water). Solvent: CO (methanol). The product is C1(CCCCCCC1)C(COC1=CC=C(C=C1)C(C(=O)O)=O)=O (4-[2-(cyclooctyl)-2-oxoethoxy]-alpha-oxobenzeneacetic acid). Isolated yield 60.9%. As a reaction SMILES: C([O:3][C:4](=[O:25])[C:5](=[O:24])[C:6]1[CH:11]=[CH:10][C:9]([O:12][CH2:13][C:14]([CH:16]2[CH2:23][CH2:22][CH2:21][CH2:20][CH2:19][CH2:18][CH2:17]2)=[O:15])=[CH:8][CH:7]=1)C.[OH-].[Na+].O>CO>[CH:16]1([C:14](=[O:15])[CH2:13][O:12][C:9]2[CH:10]=[CH:11][C:6]([C:5](=[O:24])[C:4]([OH:25])=[O:3])=[CH:7][CH:8]=2)[CH2:23][CH2:22][CH2:21][CH2:20][CH2:19][CH2:18][CH2:17]1 |f:1.2|. Procedure details: As in example 19, a stirred solution of 4-(2-cyclooctyl-2-oxoethoxy)-alpha-oxobenzeneacetic acid ethyl ester (0.318 g) in warm methanol (5 mL) was treated with 1N sodium hydroxide (2 mL). Within 5 minutes water (20 mL) was added, then after the methanol was removed in vacuo, the mixture was acidified with 1N hydrochloric acid (2.5 mL) and extracted with dichloromethane (1×40 mL, 1×10 mL). The dried (MgSO4) extracts were evaporated and the resulting solid (0.255 g) was crystallized from diethyl e... Reactants: CN1CC(c2ccccc2)C2(CCN(C(=O)OC(C)(C)C)C2)C1=O, ClCCl, O=C(O)C(F)(F)F. Product: CN1CC(c2ccccc2)C2(CCNC2)C1=O. As a reaction SMILES: [CH3:1][N:2]1[C:3](=[O:24])[C:4]2([CH2:5][CH2:6][N:7]([C:9]([O:10][C:11]([CH3:12])([CH3:13])[CH3:14])=[O:15])[CH2:8]2)[CH:16]([c:18]2[cH:19][cH:20][cH:21][cH:22][cH:23]2)[CH2:17]1.[Cl:32][CH2:33][Cl:34].[F:25][C:26]([F:27])([F:28])[C:29]([OH:30])=[O:31]>>[CH3:1][N:2]1[C:3](=[O:24])[C:4]2([CH2:5][CH2:6][NH:7][CH2:8]2)[CH:16]([c:18]2[cH:19][cH:20][cH:21][cH:22][cH:23]2)[CH2:17]1. Reactants: C([O-])([O-])=O.[K+].[K+] (Potassium carbonate), [Cl-].[NH4+] (ammonium chloride), C(C)C(CC)(C1=CC(=C(C=C1)C#CC(C(F)(F)F)(C(F)(F)F)O)C)C1=CC(=C(C=C1)O)C (4-{1-ethyl-1-[3-methyl-4-(4,4,4-trifluoro-3-hydroxy-3-trifluoromethyl-1-butynyl)-phenyl]-propyl}-2-methyl-phenol), COCCl (methoxymethyl chloride). The solvent is CN(C=O)C (N,N-dimethylformamide). Reaction conditions: time 20 minute. The product is C(C)C(CC)(C1=CC(=C(C=C1)C#CC(C(F)(F)F)(C(F)(F)F)OCOC)C)C1=CC(=C(C=C1)O)C (4-{1-ethyl-1-[3-methyl-4-(4,4,4-trifluoro-3-methoxymethoxy-3-trifluoromethyl-1-butynyl)-phenyl]-propyl}-2-methyl-phenol). Isolated yield 53.3%. As a reaction SMILES: C(=O)([O-])[O-].[K+].[K+].[CH2:7]([C:9]([C:31]1[CH:36]=[CH:35][C:34]([OH:37])=[C:33]([CH3:38])[CH:32]=1)([C:12]1[CH:17]=[CH:16][C:15]([C:18]#[C:19][C:20]([OH:29])([C:25]([F:28])([F:27])[F:26])[C:21]([F:24])([F:23])[F:22])=[C:14]([CH3:30])[CH:13]=1)[CH2:10][CH3:11])[CH3:8].[CH3:39][O:40][CH2:41]Cl.[Cl-].[NH4+]>CN(C)C=O>[CH2:7]([C:9]([C:31]1[CH:36]=[CH:35][C:34]([OH:37])=[C:33]([CH3:38])[CH:32]=1)([C:12]1[CH:17]=[CH:16][C:15]([C:18]#[C:19][C:20]([O:29][CH2:39][O:40][CH3:41])([C:25]([F:26])([F:27])[F:28])[C:21]([F:24])([F:23])[F:22])=[C:14]([CH3:30])[CH:13]=1)[CH2:10][CH3:11])[CH3:8] |f:0.1.2,5.6|. Procedure: Potassium carbonate (1.8 g, 13.6 mmol) was added to a solution of 4-{1-ethyl-1-[3-methyl-4-(4,4,4-trifluoro-3-hydroxy-3-trifluoromethyl-1-butynyl)-phenyl]-propyl}-2-methyl-phenol (Example 25-(1); 2.50 g, 5.45 mmol) in N,N-dimethylformamide (36 mL), and the mixture was stirred for 20 minutes. Then, methoxymethyl chloride (0.50 mL, 6.54 mmol) was added, and the mixture was stirred for one hour. A saturated aqueous ammonium chloride solution was added to the reaction mixture, followed by extraction... The reactants are C(C)(C)(C)OC(NC(C(N(C)OC)=O)C1=CC(=C(C=C1)Cl)Cl)=O (rac-[(3,4-dichloro-phenyl)-(methoxy-methyl-carbamoyl)-methyl]-carbamic acid tert-butyl ester), C(C)(C)(C)OC(NC(C(N(C)OC)=O)C1=CC(=C(C=C1)Cl)Cl)=O (rac-[(3,4-dichloro-phenyl)-(methoxy-methyl-carbamoyl)-methyl]-carbamic acid tert-butyl ester), BrC=1C(=CC(=NC1)OC(C)C)C (5-bromo-2-isopropoxy-4-methyl-pyridine), BrC=1C(=CC(=NC1)OC(C)C)C (5-bromo-2-isopropoxy-4-methyl-pyridine). Yields the product C(C)(C)(C)OC(NC(C(=O)C=1C=NC(=CC1C)OC(C)C)C1=CC(=C(C=C1)Cl)Cl)=O (rac-[1-(3,4-Dichloro-phenyl)-2-(6-isopropoxy-4-methyl-pyridin-3-yl)-2-oxo-ethyl]-carbamic acid tert-butyl ester). Reaction SMILES: [C:1]([O:5][C:6](=[O:23])[NH:7][CH:8]([C:15]1[CH:20]=[CH:19][C:18]([Cl:21])=[C:17]([Cl:22])[CH:16]=1)[C:9](=[O:14])N(OC)C)([CH3:4])([CH3:3])[CH3:2].Br[C:25]1[C:26]([CH3:35])=[CH:27][C:28]([O:31][CH:32]([CH3:34])[CH3:33])=[N:29][CH:30]=1>>[C:1]([O:5][C:6](=[O:23])[NH:7][CH:8]([C:15]1[CH:20]=[CH:19][C:18]([Cl:21])=[C:17]([Cl:22])[CH:16]=1)[C:9]([C:25]1[CH:30]=[N:29][C:28]([O:31][CH:32]([CH3:34])[CH3:33])=[CH:27][C:26]=1[CH3:35])=[O:14])([CH3:2])([CH3:3])[CH3:4]. Procedure: The title compound was prepared from rac-[(3,4-dichloro-phenyl)-(methoxy-methyl-carbamoyl)-methyl]-carbamic acid tert-butyl ester (Intermediate 9) and 5-bromo-2-isopropoxy-4-methyl-pyridine (Intermediate 28) in analogy to Example 1a): MS (ISP): 453.1 and 455.2 (M+H)+.